From a dataset of the Open Reaction Database (ORD), a public repository of structured organic reaction records. describe an organic reaction: reactants, conditions, products, and yield The reactants are CC(C)(Cc1cccc(OCc2ccccc2)c1)C(=O)O, CO, O, O=S(=O)(O)O. Product: COC(=O)C(C)(C)Cc1cccc(OCc2ccccc2)c1. RXN SMILES: [CH3:1][C:2]([C:3](=[O:4])[OH:5])([CH2:6][c:7]1[cH:8][c:9]([O:13][CH2:14][c:15]2[cH:16][cH:17][cH:18][cH:19][cH:20]2)[cH:10][cH:11][cH:12]1)[CH3:21].[CH3:22][OH:23].[OH2:29].[S:24](=[O:25])(=[O:26])([OH:27])[OH:28]>>[CH3:1][C:2]([C:3](=[O:4])[O:5][CH3:22])([CH2:6][c:7]1[cH:8][c:9]([O:13][CH2:14][c:15]2[cH:16][cH:17][cH:18][cH:19][cH:20]2)[cH:10][cH:11][cH:12]1)[CH3:21]. The reactants are C=CCCCCCCCCCCCCn1c(=O)c2c(ncn2C)n(C)c1=O, C[N+]1([O-])CCOCC1, CC(C)=O, [Na+], [Na+], O, O, O=S([O-])[O-]. Yields the product Cn1cnc2c1c(=O)n(CCCCCCCCCCCCC(O)CO)c(=O)n2C. As a reaction SMILES: [CH2:1]([CH2:2][CH2:3][CH2:4][CH2:5][CH2:6][CH2:7][CH2:8][CH2:9][CH2:10][CH2:11][CH2:12][CH:13]=[CH2:14])[n:15]1[c:16](=[O:17])[n:18]([CH3:27])[c:19]2[n:20][cH:21][n:22]([CH3:26])[c:23]2[c:24]1=[O:25].[CH3:28][N+:29]1([O-:30])[CH2:31][CH2:33][O:32][CH2:34][CH2:35]1.[CH3:44][C:45]([CH3:46])=[O:47].[Na+:41].[Na+:42].[OH2:36].[OH2:43].[S:37]([O-:38])([O-:39])=[O:40]>>[CH2:1]([CH2:2][CH2:3][CH2:4][CH2:5][CH2:6][CH2:7][CH2:8][CH2:9][CH2:10][CH2:11][CH2:12][CH:13]([CH2:14][OH:32])[OH:36])[n:15]1[c:16](=[O:17])[n:18]([CH3:27])[c:19]2[n:20][cH:21][n:22]([CH3:26])[c:23]2[c:24]1=[O:25].